From a dataset of the Open Reaction Database (ORD), a public repository of structured organic reaction records. describe an organic reaction: reactants, conditions, products, and yield Starting materials: [H-].[Na+] (Sodium hydride), FC=1C=C(C=CC1F)C=1NC(=NN1)CCC=1N(C=C(N1)CC(CC)(C)C)S(=O)(=O)N(C)C (2-{2-[5-(3,4-difluorophenyl)-4H-1,2,4-triazol-3-yl]ethyl}-4-(2,2-dimethylbutyl)-N,N-dimethyl-1H-imidazole-1-sulfonamide), CI (Methyliodide). The solvent is CN(C)C=O (DMF). Reaction conditions: time 30 minute. Product: FC=1C=C(C=CC1F)C1=NN(C(=N1)CCC=1N(C=C(N1)CC(CC)(C)C)S(=O)(=O)N(C)C)C (2-{2-[3-(3,4-difluorophenyl)-1-methyl-1H-1,2,4-triazol-5-yl]ethyl}-4-(2,2-dimethylbutyl)-N,N-dimethyl-1H-imidazole-1-sulfonamide). As a reaction SMILES: [H-].[Na+].[F:3][C:4]1[CH:5]=[C:6]([C:11]2[NH:12][C:13]([CH2:16][CH2:17][C:18]3[N:19]([S:29]([N:32]([CH3:34])[CH3:33])(=[O:31])=[O:30])[CH:20]=[C:21]([CH2:23][C:24]([CH3:28])([CH3:27])[CH2:25][CH3:26])[N:22]=3)=[N:14][N:15]=2)[CH:7]=[CH:8][C:9]=1[F:10].[CH3:35]I>CN(C=O)C>[F:3][C:4]1[CH:5]=[C:6]([C:11]2[N:12]=[C:13]([CH2:16][CH2:17][C:18]3[N:19]([S:29]([N:32]([CH3:33])[CH3:34])(=[O:30])=[O:31])[CH:20]=[C:21]([CH2:23][C:24]([CH3:27])([CH3:28])[CH2:25][CH3:26])[N:22]=3)[N:14]([CH3:35])[N:15]=2)[CH:7]=[CH:8][C:9]=1[F:10] |f:0.1|. Procedure details: Sodium hydride (21 mg, 0.87 mmol) was added to a solution of 2-{2-[5-(3,4-difluorophenyl)-4H-1,2,4-triazol-3-yl]ethyl}-4-(2,2-dimethylbutyl)-N,N-dimethyl-1H-imidazole-1-sulfonamide (135 mg, 0.29 mmol) in DMF (4 mL) at 0° C., and the reaction was stirred at rt for 30 min. Methyliodide (0.09 mL, 1.4 mmol) was added and stirring continued for 1 hr. The reaction mixture was partitioned between water and diethyl ether. The organic phase was washed with water and brine, dried (sodium sulfate) and conc... Starting materials: CCCCc1oc2ccccc2c1S(=O)(=O)c1ccc(OCC2CO2)cc1, CC(C)N, ClC(Cl)Cl. The product is CCCCc1oc2ccccc2c1S(=O)(=O)c1ccc(OCC(O)CNC(C)C)cc1. As a reaction SMILES: [CH2:1]([CH2:2][CH2:3][CH3:4])[c:5]1[o:6][c:7]2[c:8]([c:9]1[S:10](=[O:11])(=[O:12])[c:13]1[cH:14][cH:15][c:16]([O:19][CH2:20][CH:21]3[CH2:22][O:23]3)[cH:17][cH:18]1)[cH:24][cH:25][cH:26][cH:27]2.[CH3:28][CH:29]([CH3:30])[NH2:31].[CH:32]([Cl:33])([Cl:34])[Cl:35]>>[CH2:1]([CH2:2][CH2:3][CH3:4])[c:5]1[o:6][c:7]2[c:8]([c:9]1[S:10](=[O:11])(=[O:12])[c:13]1[cH:14][cH:15][c:16]([O:19][CH2:20][CH:21]([CH2:22][NH:31][CH:29]([CH3:28])[CH3:30])[OH:23])[cH:17][cH:18]1)[cH:24][cH:25][cH:26][cH:27]2. Starting materials: C1=CC2=C(C=C1C(=O)O)C(=O)OC2=O (trimellitic acid anhydride), C(C=1C(C(=O)O)=CC(C(=O)O)=CC1)(=O)O (trimellitic acid), C(C)C(CO)CCCC (2-ethylhexanol), C(C)C(CO)CCCC (2-ethylhexanol). Reagents/catalysts: C(CCCCO)CCCO.O[Ti]=O (octylene glycol titanate). The solvent is O (water). Reaction conditions: temperature 150 celsius. The product is C(C)C(COC(C=1C(C(=O)O)=CC(C(=O)O)=CC1)=O)CCCC (Trimelliticacid-2-ethylhexyl ester). Reaction SMILES: [CH:1]1[C:6]([C:7]([OH:9])=[O:8])=[CH:5][C:4]2[C:10]([O:12][C:13](=[O:14])[C:3]=2[CH:2]=1)=[O:11].[CH2:15]([CH:17]([CH2:20][CH2:21][CH2:22][CH3:23])[CH2:18][OH:19])[CH3:16].C(O)(=O)C1C(=CC(=CC=1)C(O)=O)C(O)=O>C(CCCO)CCCCO.O[Ti]=O.O>[CH2:15]([CH:17]([CH2:20][CH2:21][CH2:22][CH3:23])[CH2:18][O:19][C:13](=[O:14])[C:3]1[C:4](=[CH:5][C:6](=[CH:1][CH:2]=1)[C:7]([OH:9])=[O:8])[C:10]([OH:12])=[O:11])[CH3:16] |f:3.4|. Procedure: 193 g (1 mol) of trimellitic acid anhydride and 234 g (1.8 mol) of 2-ethylhexanol plus 0.2 g of octylene glycol titanate were placed in a one-liter round flask. The mixture was heated to 150° C. with stirring and the introduction of nitrogen gas, and the splitting off of water begins. Within 4 hours the temperature is raised to 220° C., the distillate is separated by means of a Vigreux column, the top temperature amount to 100° to 150° C. The bath temperature is maintained until the top temperat...